From a dataset of the Open Reaction Database (ORD), a public repository of structured organic reaction records. describe an organic reaction: reactants, conditions, products, and yield Reactants: C[Si](C)(C)[N-][Si](C)(C)C.[Na+] (Sodium bis trimethylsilyl amide), N1=C(C=CC=C1)C=O (pyridine-2-carboxaldehyde), 3, C(#N)C(N1CCN(CC1)C(=O)OC(C)(C)C)P(=O)(OCC)OCC (tert-butyl 4-(cyano(diethoxyphosphoryl)methyl)piperazine-1-carboxylate). Run in C1CCOC1 (THF), C1CCOC1 (THF). Run at time 30 minute. Yields the product crude product, C(#N)C(=CC1=NC=CC=C1)N1CCN(CC1)C(=O)OC(C)(C)C (tert-butyl 4-(1-cyano-2-(pyridin-2-yl)vinyl)piperazine-1-carboxylate). RXN SMILES: [C:1]([CH:3](P(OCC)(OCC)=O)[N:4]1[CH2:9][CH2:8][N:7]([C:10]([O:12][C:13]([CH3:16])([CH3:15])[CH3:14])=[O:11])[CH2:6][CH2:5]1)#[N:2].C[Si]([N-][Si](C)(C)C)(C)C.[Na+].[N:35]1[CH:40]=[CH:39][CH:38]=[CH:37][C:36]=1[CH:41]=O>C1COCC1>[C:1]([C:3]([N:4]1[CH2:5][CH2:6][N:7]([C:10]([O:12][C:13]([CH3:14])([CH3:15])[CH3:16])=[O:11])[CH2:8][CH2:9]1)=[CH:41][C:36]1[CH:37]=[CH:38][CH:39]=[CH:40][N:35]=1)#[N:2] |f:1.2|. Reported procedure: In a 100 ml 3 necked round bottom flask, intermediate tert-butyl 4-(cyano(diethoxyphosphoryl)methyl)piperazine-1-carboxylate (5.5 g) was taken in dry THF (25 ml) under nitrogen. Sodium bis trimethylsilyl amide (3.3 g) was added dropwise at 0° C. and stirred for 30 min, then pyridine-2-carboxaldehyde (1.67 g) in 15 ml dry THF was added dropwise to the above reaction mixture at 0° C. Reaction mixture was stirred at room temperature for overnight. TLC was checked no starting material and the reacti... Reactants: [Cl-].C(C1=CC=CC=C1)=N[N+]1=C(N(C=C1)CC1=CC(=C(C(=C1)OC)OC)OC)CC (1-benzylideneamino-2-ethyl-3-(3,4,5-trimethoxybenzyl)imidazolium chloride), Cl (hydrochloric acid). Solvent: O (water). The product is [Cl-].N[N+]1=C(N(C=C1)CC1=CC(=C(C(=C1)OC)OC)OC)CC (1-amino-2-ethyl-3-(3,4,5-trimethoxy-benzyl)imidazolium chloride). As a reaction SMILES: [Cl-:1].C(=[N:9][N+:10]1[CH:14]=[CH:13][N:12]([CH2:15][C:16]2[CH:21]=[C:20]([O:22][CH3:23])[C:19]([O:24][CH3:25])=[C:18]([O:26][CH3:27])[CH:17]=2)[C:11]=1[CH2:28][CH3:29])C1C=CC=CC=1.Cl>O>[Cl-:1].[NH2:9][N+:10]1[CH:14]=[CH:13][N:12]([CH2:15][C:16]2[CH:21]=[C:20]([O:22][CH3:23])[C:19]([O:24][CH3:25])=[C:18]([O:26][CH3:27])[CH:17]=2)[C:11]=1[CH2:28][CH3:29] |f:0.1,4.5|. Procedure details: (ii.b) 3.1 g of 1-benzylideneamino-2-ethyl-3-(3,4,5-trimethoxybenzyl)imidazolium chloride are dissolved in 70 ml of water, whereupon the solution is treated with 8 ml of 25 percent hydrochloric acid. The resulting benzaldehyde is removed by steam distillation. After evaporation, the product is recrystallized from ethanol/ether. There is obtained 1-amino-2-ethyl-3-(3,4,5-trimethoxy-benzyl)imidazolium chloride of melting point 174°. Starting materials: Cl.C(C)(C)N(CCCl)C1CCCCC1 (2-(N-isopropylcyclohexylamino)ethyl chloride hydrochloride), N1C(=O)C(=O)C2=CC=CC=C12 (isatin). The product is C(C)(C)N(CCN1C(=O)C(=O)C2=CC=CC=C12)C1CCCCC1 (1-[2-(N-isopropylcyclohexylamino)ethyl]isatin). The yield is 75.5%. RXN SMILES: Cl.[CH:2]([N:5]([CH:9]1[CH2:14][CH2:13][CH2:12][CH2:11][CH2:10]1)[CH2:6][CH2:7]Cl)([CH3:4])[CH3:3].[NH:15]1[C:25]2[C:20](=[CH:21][CH:22]=[CH:23][CH:24]=2)[C:18](=[O:19])[C:16]1=[O:17]>>[CH:2]([N:5]([CH:9]1[CH2:14][CH2:13][CH2:12][CH2:11][CH2:10]1)[CH2:6][CH2:7][N:15]1[C:25]2[C:20](=[CH:21][CH:22]=[CH:23][CH:24]=2)[C:18](=[O:19])[C:16]1=[O:17])([CH3:4])[CH3:3] |f:0.1|. Procedure details: By using the 2-(N-isopropylcyclohexylamino)ethyl chloride hydrochloride obtained and isatin, a method analogous to that described in Reference Example 1 was carried out to obtain 1-[2-(N-isopropylcyclohexylamino)ethyl]isatin having a melting point of 103°-106° C (yield: 75.5%, recrystallizing solvent: ethyl acetatehexane). As a reaction SMILES: [Br:1][c:2]1[cH:3][c:4]([F:14])[c:5]([CH:8]([C:9]([F:10])([F:11])[F:12])[OH:13])[cH:6][cH:7]1.[Cl:22][CH2:23][Cl:24].[Na+:15].[Na+:16].[O-:17][S:18]([O-:19])(=[S:20])=[O:21]>>[Br:1][c:2]1[cH:3][c:4]([F:14])[c:5]([C:8]([C:9]([F:10])([F:11])[F:12])=[O:13])[cH:6][cH:7]1. The reactants are OC(c1ccc(Br)cc1F)C(F)(F)F, ClCCl, [Na+], [Na+], O=S([O-])([O-])=S. Yields the product O=C(c1ccc(Br)cc1F)C(F)(F)F. Starting materials: O=C([O-])O, ClCCl, [Na+], CN1CCN(C)C(CCO)C1=O, O=S(Cl)Cl. The product is CN1CCN(C)C(CCCl)C1=O. As a reaction SMILES: [C:17](=[O:18])([OH:19])[O-:20].[CH2:22]([Cl:23])[Cl:24].[Na+:21].[OH:5][CH2:6][CH2:7][CH:8]1[C:9](=[O:16])[N:10]([CH3:15])[CH2:11][CH2:12][N:13]1[CH3:14].[S:1]([Cl:2])([Cl:3])=[O:4]>>[Cl:3][CH2:6][CH2:7][CH:8]1[C:9](=[O:16])[N:10]([CH3:15])[CH2:11][CH2:12][N:13]1[CH3:14]. The reactants are IC1CCC2(OCCO2)CC1 (8-Iodo-1,4-dioxa-spiro[4.5]decane), Cl[Si](C)(C)C (chlorotrimethylsilane), BrCCBr (1,2-dibromoethane), BrC1=CC=C(CO[Si](C)(C)C(C)(C)C)C=C1 ((4-bromobenzyloxy) (tert-butyl)dimethylsilane), copper iodide(I). Reagents/catalysts: [Zn] (zinc). Solvent: CN(C(C)=O)C (N,N-dimethylacetamide), CN(C(C)=O)C (N,N-dimethylacetamide), O (water), CN(C(C)=O)C (N,N-dimethylacetamide). Run at time 20 minute. The product is C(C)(C)(C)[Si](C)(C)OCC1=CC=C(C=C1)C1CCC2(OCCO2)CC1 (tert-butyl-[4-(1,4-dioxa-spiro[4.5]dec-8-yl)benzyloxy]dimethylsilane). Isolated yield 74.2%. Reaction SMILES: Cl[Si](C)(C)C.BrCCBr.I[CH:11]1[CH2:20][CH2:19][C:14]2([O:18][CH2:17][CH2:16][O:15]2)[CH2:13][CH2:12]1.Br[C:22]1[CH:36]=[CH:35][C:25]([CH2:26][O:27][Si:28]([C:31]([CH3:34])([CH3:33])[CH3:32])([CH3:30])[CH3:29])=[CH:24][CH:23]=1>CN(C)C(=O)C.[Zn].O>[C:31]([Si:28]([O:27][CH2:26][C:25]1[CH:24]=[CH:23][C:22]([CH:11]2[CH2:20][CH2:19][C:14]3([O:18][CH2:17][CH2:16][O:15]3)[CH2:13][CH2:12]2)=[CH:36][CH:35]=1)([CH3:30])[CH3:29])([CH3:34])([CH3:32])[CH3:33]. Reported procedure: To a mixture of zinc powder (5.52 g, 84.5 mmol) and Celite (1.1 g) in N,N-dimethylacetamide (14 ml) was added dropwise chlorotrimethylsilane (0.930 ml, 7.33 mmol) in 1,2-dibromoethane (0.665 ml, 7.54 mmol) at 0° C. under nitrogen atmosphere. The mixture was warmed to room temperature, and stirred for 20 minutes. 8-Iodo-1,4-dioxa-spiro[4.5]decane (18.1 g, 67.6 mmol) in N,N-dimethylacetamide (34 ml) was then added dropwise at 0° C. The mixture was stirred for 30 minutes at room temperature, and th... The reactants are [H-].[Na+] (sodium hydride), CC(C)([O-])C.[K+] (potassium tert-butoxide), C([O-])([O-])=O.[K+].[K+] (potassium carbonate), O1CCCC1 (tetrahydrofuran), CN(C=O)C (dimethylformamide). Solvent: O1CCOCC1 (dioxane), C(C)(C)(C)O (tert-butanol). Yields the product N1=CC=CC2=CC=CC=C12 (quinoline). Reaction SMILES: [H-].[Na+].C[C:4]([CH3:7])([O-])[CH3:5].[K+].C(=O)([O-])[O-].[K+].[K+].O1[CH2:19][CH2:18][CH2:17][CH2:16]1.[CH3:20][N:21]([CH3:24])C=O>O1CCOCC1.C(O)(C)(C)C>[N:21]1[C:24]2[C:18](=[CH:19][CH:5]=[CH:4][CH:7]=2)[CH:17]=[CH:16][CH:20]=1 |f:0.1,2.3,4.5.6|. Procedure details: As shown in Chart J, compounds of the formula J.1 (n=1 or 2) are converted the corresponding imidazolide with 1,1′-carbonyldiimidazole and treated with the trimethylsilyl ester of ethyl hydrogen malonate in the presence of DBU (Wang, X.; Monte, W. T.; Napier, J. J.; Ghannam, A. Tetrahedron Lett. 1994, 35, 9323-9326) to provide 3-ketoester J.2. Condensation of J.2 with triethylorthoformate in acetic anhydride at 150° C. affords an intermediate enol ether which is further condensed with aniline or...